From a dataset of the Open Reaction Database (ORD), a public repository of structured organic reaction records. describe an organic reaction: reactants, conditions, products, and yield Starting materials: C(C)OCCOC1=CC=C(C(=O)Cl)C=C1 (4-(β-ethoxyethoxy)benzoic acid chloride), FC=1C=C(C=CC1C#N)O (3-fluoro-4-cyanophenol), O (water). The solvent is C1(=CC=CC=C1)C (toluene), N1=CC=CC=C1 (pyridine). Reaction conditions: temperature 60 celsius, time 3 hour. Product: C(C)OCCOC1=CC=C(C(=O)OC2=CC(=C(C=C2)C#N)F)C=C1 (3-fluoro-4-cyanophenyl 4-(β-ethoxyethoxy)benzoate). Isolated yield 58.0%. RXN SMILES: [F:1][C:2]1[CH:3]=[C:4]([OH:10])[CH:5]=[CH:6][C:7]=1[C:8]#[N:9].[CH2:11]([O:13][CH2:14][CH2:15][O:16][C:17]1[CH:25]=[CH:24][C:20]([C:21](Cl)=[O:22])=[CH:19][CH:18]=1)[CH3:12].O>N1C=CC=CC=1.C1(C)C=CC=CC=1>[CH2:11]([O:13][CH2:14][CH2:15][O:16][C:17]1[CH:18]=[CH:19][C:20]([C:21]([O:10][C:4]2[CH:5]=[CH:6][C:7]([C:8]#[N:9])=[C:2]([F:1])[CH:3]=2)=[O:22])=[CH:24][CH:25]=1)[CH3:12]. Procedure: To a solution of 3-fluoro-4-cyanophenol (1.5 g, 11 mmols) dissolved in dry pyridine (5 cc) was added a solution of 4-(β-ethoxyethoxy)benzoic acid chloride (2.5 g, 11 mmols) dissolved in dry toluene (10 cc), followed by heating the mixture with stirring at 60° C. for 3 hours, thereafter adding it to water (100 cc), washing the resulting separated toluene layer with 6N-hydrochloric acid, 2N-NaOH aqueous solution and water, in this order, drying over anhydrous sodium sulfate, distilling off toluene... The reactants are ClC1=C(C=C(C(=C1)Cl)OC(C)C)N1N=C(NC1=O)C(F)F (1-[2,4-dichloro-5-(1-methylethoxy)phenyl]-3-difluoromethyl-4,5-dihydro-1,2,4-triazol-5(1H)-one), C([O-])([O-])=O.[K+].[K+] (potassium carbonate), CI (Methyl iodide). Run in petroleum ether, CC(=O)C (acetone). Conditions: temperature 50 celsius, time 1 hour. Product: ClC1=C(C=C(C(=C1)Cl)OC(C)C)N1N=C(N(C1=O)C)C(F)F (1-[2,4-dichloro-5-(1-methylethoxy)phenyl]-3-difluoromethyl-4,5-dihydro-4-methyl-1,2,4 -triazol-5-(1H)-one). Yield: 61.5%. Reaction SMILES: [Cl:1][C:2]1[CH:7]=[C:6]([Cl:8])[C:5]([O:9][CH:10]([CH3:12])[CH3:11])=[CH:4][C:3]=1[N:13]1[C:17](=[O:18])[NH:16][C:15]([CH:19]([F:21])[F:20])=[N:14]1.[C:22](=O)([O-])[O-].[K+].[K+].CI>CC(C)=O>[Cl:1][C:2]1[CH:7]=[C:6]([Cl:8])[C:5]([O:9][CH:10]([CH3:12])[CH3:11])=[CH:4][C:3]=1[N:13]1[C:17](=[O:18])[N:16]([CH3:22])[C:15]([CH:19]([F:20])[F:21])=[N:14]1 |f:1.2.3|. Procedure details: A stirred mixture of 4.0 g (0.012 mole) of 1-[2,4-dichloro-5-(1-methylethoxy)phenyl]-3-difluoromethyl-4,5-dihydro-1,2,4-triazol-5(1H)-one and 4.1 g (0.03 mole) of potassium carbonate in 160 mL of acetone was heated at reflux for 0.5 hours then cooled to about 50° C. Methyl iodide, 8.4 g (0.06 mole), was added and the mixture stirred at 45° for one hour then at reflux for one hour. The mixture was cooled to room temperature and evaporated under reduced pressure to leave an oil. This oil was parti... Reactants: CC(C)CNCc1ccc(-c2cccc(S(C)(=O)=O)c2)s1, CCN(C(C)C)C(C)C, O=S(=O)(Cl)c1cccc(Cl)c1F, ClCCl. Product: CC(C)CN(Cc1ccc(-c2cccc(S(C)(=O)=O)c2)s1)S(=O)(=O)c1cccc(Cl)c1F. As a reaction SMILES: [CH2:1]([CH:2]([CH3:3])[CH3:4])[NH:5][CH2:6][c:7]1[s:8][c:9](-[c:12]2[cH:13][c:14]([S:18](=[O:19])(=[O:20])[CH3:21])[cH:15][cH:16][cH:17]2)[cH:10][cH:11]1.[CH:34]([N:35]([CH2:36][CH3:37])[CH:38]([CH3:39])[CH3:40])([CH3:41])[CH3:42].[Cl:22][c:23]1[c:24]([F:33])[c:25]([S:29](=[O:30])(=[O:31])[Cl:32])[cH:26][cH:27][cH:28]1.[Cl:43][CH2:44][Cl:45]>>[CH2:1]([CH:2]([CH3:3])[CH3:4])[N:5]([CH2:6][c:7]1[s:8][c:9](-[c:12]2[cH:13][c:14]([S:18](=[O:19])(=[O:20])[CH3:21])[cH:15][cH:16][cH:17]2)[cH:10][cH:11]1)[S:29]([c:25]1[c:24]([F:33])[c:23]([Cl:22])[cH:28][cH:27][cH:26]1)(=[O:30])=[O:31]. Starting materials: CS(=O)(=O)Cl (Methanesulphonyl chloride), NC1=CC=C(OCC2CCN(CC2)C(=O)OCC2=CC=CC=C2)C=C1 (4-[(4-Aminophenoxy)methyl]-1-(benzyloxycarbonyl)piperidine). Run in N1=CC=CC=C1 (pyridine). Conditions: time 18 hour. Yields the product C(C1=CC=CC=C1)OC(=O)N1CCC(CC1)COC1=CC=C(C=C1)NS(=O)(=O)C (N-[4-([1-(Benzyloxycarbonyl)piperidin-4-yl]methoxy)phenyl]methanesulphonamide). Yield: 81.7%. RXN SMILES: [CH3:1][S:2](Cl)(=[O:4])=[O:3].[NH2:6][C:7]1[CH:30]=[CH:29][C:10]([O:11][CH2:12][CH:13]2[CH2:18][CH2:17][N:16]([C:19]([O:21][CH2:22][C:23]3[CH:28]=[CH:27][CH:26]=[CH:25][CH:24]=3)=[O:20])[CH2:15][CH2:14]2)=[CH:9][CH:8]=1>N1C=CC=CC=1>[CH2:22]([O:21][C:19]([N:16]1[CH2:15][CH2:14][CH:13]([CH2:12][O:11][C:10]2[CH:29]=[CH:30][C:7]([NH:6][S:2]([CH3:1])(=[O:4])=[O:3])=[CH:8][CH:9]=2)[CH2:18][CH2:17]1)=[O:20])[C:23]1[CH:24]=[CH:25][CH:26]=[CH:27][CH:28]=1. Procedure details: Methanesulphonyl chloride (1.91 g) was added to a stirred solution of the product of part (iii) (5.15 g) in pyridine (50 ml) at 0°. The solution was stirred at room temperature for 18 hours and then evaporated. The residue was treated with aqueous sodium bicarbonate solution and the mixture was extracted several times with ethyl acetate. The combined extracts were washed with water, dried (Na2SO4) and evaporated. The residue was crystallised from ethyl acetate/hexane to give the title compound, ... The reactants are NOS(=O)(=O)O (Hydroxylamine-O-sulfonic acid), C([O-])(O)=O.[Na+] (sodium bicarbonate), BrC1=CC=C2C(C(=C(N(C2=C1OC)C1CC1)S)C(=O)OCC)=O (ethyl 7-bromo-1-cyclopropyl-2-mercapto-8-methoxy-4-oxo-1,4-dihydroquinoline-3-carboxylate). Solvent: O (water), O1CCCC1 (tetrahydrofuran). Run at time 2.5 hour. Product: BrC1=CC=C2C(C3=C(N(C2=C1OC)C1CC1)SNC3=O)=O (7-Bromo-9-cyclopropyl-8-methoxy-9H-isothiazolo[5,4-b]quinoline-3,4-dione). As a reaction SMILES: C(=O)(O)[O-].[Na+].[Br:6][C:7]1[C:16]([O:17][CH3:18])=[C:15]2[C:10]([C:11](=[O:28])[C:12]([C:23](OCC)=[O:24])=[C:13]([SH:22])[N:14]2[CH:19]2[CH2:21][CH2:20]2)=[CH:9][CH:8]=1.[NH2:29]OS(O)(=O)=O>O.O1CCCC1>[Br:6][C:7]1[C:16]([O:17][CH3:18])=[C:15]2[C:10]([C:11](=[O:28])[C:12]3[C:23](=[O:24])[NH:29][S:22][C:13]=3[N:14]2[CH:19]2[CH2:21][CH2:20]2)=[CH:9][CH:8]=1 |f:0.1|. Reported procedure: A solution of sodium bicarbonate (316.9 mg, 3.77 mmol) in water (7.5 mL) is added to a solution of ethyl 7-bromo-1-cyclopropyl-2-mercapto-8-methoxy-4-oxo-1,4-dihydroquinoline-3-carboxylate (from above, ˜0.37 mmol) in tetrahydrofuran (7.5 mL) at room temperature. Hydroxylamine-O-sulfonic acid (214.7 mg, 1.90 mmol) is added as a solid and in one portion to this mixture. The resulting amber solution is stirred at room temperature for 2.5 h and quenched by addition of an aqueous solution of 5% hydro... As a reaction SMILES: [Cl:1][C:2]1[N:10]=[C:9]2[C:5]([N:6]=[CH:7][N:8]2[CH3:11])=[C:4]([N:12]2[CH:17]3[CH2:18][CH2:19][CH:13]2[CH2:14][O:15][CH2:16]3)[N:3]=1.CN(CCN(C)C)C.[Li]CCCC.CN([CH:36]=[O:37])C.Cl>C1COCC1>[Cl:1][C:2]1[N:10]=[C:9]2[C:5]([N:6]=[C:7]([CH:36]=[O:37])[N:8]2[CH3:11])=[C:4]([N:12]2[CH:17]3[CH2:18][CH2:19][CH:13]2[CH2:14][O:15][CH2:16]3)[N:3]=1. Solvent: C1CCOC1 (THF). Yields the product ClC1=NC(=C2N=C(N(C2=N1)C)C=O)N1C2COCC1CC2 (2-Chloro-9-methyl-6-(3-oxa-8-azabicyclo[3.2.1]oct-8-yl)-9H-purine-8-carbaldehyde). Procedure details: To a solution of 2-chloro-9-methyl-6-(3-oxa-8-azabicyclo[3.2.1]oct-8-yl)-9H-purine (620 mg, 2.22 mmol) and TMEDA (498 μL, 3.33 mmol) in THF (11 mL) at −78° C. was added n-BuLi (1.3 mL, 3.33 mmol, 2.5M solution in hexanes). The resulting mixture was warmed to −40° C. and allowed to stir for 30 min before cooling back to −78° C. DMF (517 μL, 6.65 mmol) was added and the resulting mixture was stirred at −78° C. for 30 min then poured onto 1M HCl. The aqueous layer was extracted with EtOAc and the o... Run at temperature -40 celsius, time 30 minute. Yield: 73.2%. Reactants: CN(C)C=O (DMF), Cl (HCl), ClC1=NC(=C2N=CN(C2=N1)C)N1C2COCC1CC2 (2-chloro-9-methyl-6-(3-oxa-8-azabicyclo[3.2.1]oct-8-yl)-9H-purine), CN(C)CCN(C)C (TMEDA), [Li]CCCC (n-BuLi).